This data is from the Open Reaction Database (ORD), a public repository of structured organic reaction records. The task is: describe an organic reaction: reactants, conditions, products, and yield Reactants: [Al+3], C1CCOC1, [H-], [H-], [H-], [H-], [Li+], [Na+], [OH-], O, C=CCC(C(=O)OC)C1c2ccccc2COc2ccccc21. Product: C=CCC(CO)C1c2ccccc2COc2ccccc21. As a reaction SMILES: [Al+3:25].[CH2:33]1[O:34][CH2:35][CH2:36][CH2:37]1.[H-:24].[H-:27].[H-:28].[H-:29].[Li+:26].[Na+:32].[OH-:31].[OH2:30].[cH:1]1[cH:2][cH:3][cH:4][c:5]2[c:11]1[CH:10]([CH:12]([C:13](=[O:14])[O:15][CH3:16])[CH2:17][CH:18]=[CH2:19])[c:9]1[c:8]([cH:23][cH:22][cH:21][cH:20]1)[CH2:7][O:6]2>>[cH:1]1[cH:2][cH:3][cH:4][c:5]2[c:11]1[CH:10]([CH:12]([CH2:13][OH:14])[CH2:17][CH:18]=[CH2:19])[c:9]1[c:8]([cH:23][cH:22][cH:21][cH:20]1)[CH2:7][O:6]2. The reactants are NC(=O)C1NC2CCC1CC2, CCCC(NC(C)C(=O)O)C(=O)OCC, C(=NC1CCCCC1)=NC1CCCCC1, On1nnc2ccccc21. The product is CCCC(NC(C)C(=O)N1C2CCC(CC2)C1C(N)=O)C(=O)OCC. Reaction SMILES: [C:26]([NH2:27])(=[O:28])[CH:29]1[NH:30][CH:31]2[CH2:32][CH2:33][CH:34]1[CH2:35][CH2:36]2.[CH2:37]([CH3:38])[O:39][C:40](=[O:41])[CH:42]([CH2:43][CH2:44][CH3:45])[NH:46][CH:47]([CH3:48])[C:49](=[O:50])[OH:51].[CH:1]1([N:2]=[C:3]=[N:4][CH:5]2[CH2:6][CH2:7][CH2:8][CH2:9][CH2:10]2)[CH2:11][CH2:12][CH2:13][CH2:14][CH2:15]1.[OH:16][n:17]1[c:18]2[c:19]([cH:20][cH:21][cH:22][cH:23]2)[n:24][n:25]1>>[C:26]([NH2:27])(=[O:28])[CH:29]1[N:30]([C:49]([CH:47]([NH:46][CH:42]([C:40]([O:39][CH2:37][CH3:38])=[O:41])[CH2:43][CH2:44][CH3:45])[CH3:48])=[O:50])[CH:31]2[CH2:32][CH2:33][CH:34]1[CH2:35][CH2:36]2. The reactants are C(C1=CC=CC=C1)OC1=CC=C(C=C1)[C@@H]1CC[C@H](CC1)NCCCC1=CC=CC=C1 (trans-[4-(4-benzyloxy-phenyl)-cyclohexyl]-(3-phenyl-propyl)-amine). The reagents and catalysts are [Pd] (Pd/C). Solvent: CO (MeOH). Run at time 3 hour. Yields the product C1(=CC=CC=C1)CCCN[C@@H]1CC[C@H](CC1)C1=CC=C(C=C1)O (trans-4-[4-(3-phenyl-propylamino)-cyclohexyl]-phenol). Yield: 84.0%. As a reaction SMILES: C([O:8][C:9]1[CH:14]=[CH:13][C:12]([C@H:15]2[CH2:20][CH2:19][C@H:18]([NH:21][CH2:22][CH2:23][CH2:24][C:25]3[CH:30]=[CH:29][CH:28]=[CH:27][CH:26]=3)[CH2:17][CH2:16]2)=[CH:11][CH:10]=1)C1C=CC=CC=1>[Pd].CO>[C:25]1([CH2:24][CH2:23][CH2:22][NH:21][C@H:18]2[CH2:17][CH2:16][C@H:15]([C:12]3[CH:11]=[CH:10][C:9]([OH:8])=[CH:14][CH:13]=3)[CH2:20][CH2:19]2)[CH:26]=[CH:27][CH:28]=[CH:29][CH:30]=1. Reported procedure: A mixture of trans-[4-(4-benzyloxy-phenyl)-cyclohexyl]-(3-phenyl-propyl)-amine (200 mg, 0.5 mmol), Pd/C 10% (20 mg) and MeOH (20 ml) was hydrogenated at RT for 3 h. Removal of the catalyst and evaporation of the solvent left a residue which after trituration with ether gave trans-4-[4-(3-phenyl-propylamino)-cyclohexyl]-phenol (130 mg, 84%) as a white crystalline material. MS: m/e=310.3 (M+H+). Reactants: C(Cl)Cl (CH2Cl2), [Cl-].[N+](=O)([O-])C1=CC=C(C[P+](C2=CC=CC=C2)(C2=CC=CC=C2)C2=CC=CC=C2)C=C1 (4-nitrobenzyltriphenylphosphonium chloride), C(Cl)Cl (CH2Cl2), CN1CCOCC1 (4-methylmorpholine), material, C1(=CC=C(C=C1)S(=O)(=O)O)C (p-toluenesulfonic acid). Run in CCOCC (Et2O), CCOCC (Et2O). Run at time 24 hour. Product: N[C@H](C=CC1=CC=C(C=C1)[N+](=O)[O-])CCC1=CC=CC=C1 ((S)-3-amino-1-(4-nitrophenyl)-5-phenyl-1-pentene). The yield is 61.0%. Reaction SMILES: [Cl-].[N+:2]([C:5]1[CH:30]=[CH:29][C:8]([CH2:9][P+](C2C=CC=CC=2)(C2C=CC=CC=2)C2C=CC=CC=2)=[CH:7][CH:6]=1)([O-:4])=[O:3].C[N:32]1[CH2:37][CH2:36]OCC1.[C:38]1([CH3:48])[CH:43]=[CH:42][C:41](S(O)(=O)=O)=[CH:40][CH:39]=1.[CH2:49](Cl)Cl>CCOCC>[NH2:32][C@@H:37]([CH2:36][CH2:48][C:38]1[CH:43]=[CH:42][CH:41]=[CH:40][CH:39]=1)[CH:49]=[CH:9][C:8]1[CH:7]=[CH:6][C:5]([N+:2]([O-:4])=[O:3])=[CH:30][CH:29]=1 |f:0.1|. Procedure: To a stirred suspension of 4-nitrobenzyltriphenylphosphonium chloride (10.02 g, 23.1 mmol) in CH2Cl2 (100 mL) was added 4-methylmorpholine (2.54 mL, 23.1 mmol) was added. When all the solid had dissolved, Boc-HphH (4.04 g, 15.4 mmol) was added. After 24 hrs., the reaction mixture was diluted with CH2Cl2 (200 mL), and filtered. The filtrate was washed with 1M HCl (200 mL) saturated aqueous sodium bicarbonate (200 mL); dried over MgSO4, filtered and concentrated under reduced pressure, giving 4.00... Starting materials: CC(C)OC(=O)/N=N/C(=O)OC(C)C (DIAD), C(C1=CC=CC=C1)N1CC(CCCC1C)CO ((1-benzyl-7-methylazepan-3-yl)methanol), FC1=C(C=C(C=C1)O)C (4-fluoro-3-methylphenol), C1=CC=C(C=C1)P(C2=CC=CC=C2)C3=CC=CC=C3 (triphenyl phosphine resin). The solvent is ClCCl (dichloromethane). Conditions: temperature 23 celsius, time 16 hour. Yields the product FC1=C(C=C(OCC2CCCC(N(C2)CC2=CC=CC=C2)C)C=C1)C (6-[(4-fluoro-3-methylphenoxy)methyl]-1-benzyl-2-methylazepane). RXN SMILES: [CH2:1]([N:8]1[CH:14]([CH3:15])[CH2:13][CH2:12][CH2:11][CH:10]([CH2:16][OH:17])[CH2:9]1)[C:2]1[CH:7]=[CH:6][CH:5]=[CH:4][CH:3]=1.[F:18][C:19]1[CH:24]=[CH:23][C:22](O)=[CH:21][C:20]=1[CH3:26].C1C=CC(P(C2C=CC=CC=2)C2C=CC=CC=2)=CC=1.CC(OC(/N=N/C(OC(C)C)=O)=O)C>ClCCl>[F:18][C:19]1[CH:24]=[CH:23][C:22]([O:17][CH2:16][CH:10]2[CH2:9][N:8]([CH2:1][C:2]3[CH:7]=[CH:6][CH:5]=[CH:4][CH:3]=3)[CH:14]([CH3:15])[CH2:13][CH2:12][CH2:11]2)=[CH:21][C:20]=1[CH3:26]. Procedure details: A mixture of (1-benzyl-7-methylazepan-3-yl)methanol (2-5, 500 mg, 2.1 mmol, 1.0 equiv), 4-fluoro-3-methylphenol (300 mg, 2.4 mmol, 1.1 equiv), and PS-triphenyl phosphine resin (1.2 g, 2.4 mmol, 1.1 equiv) in dichloromethane (25 mL) was treated with DIAD (0.46 mL, 480 mg, 2.4 mmol, 1.1 equiv) and the resulting suspension was stirred for 16 hours at 23° C. The mixture was filtered and filtrate was concentrated. The residue was purified by silica gel chromatography (0-100% ethyl acetate/hexanes gra... Starting materials: CC(C)(C)OC(=O)N1CCc2cccc(OS(=O)(=O)C(F)(F)F)c2CC1, C#CCc1ccccc1. Yields the product CC(C)(C)OC(=O)N1CCc2cccc(C#CCc3ccccc3)c2CC1. Reaction SMILES: [C:1]([CH3:2])([CH3:3])([CH3:4])[O:5][C:6](=[O:7])[N:8]1[CH2:9][CH2:10][c:11]2[c:12]([c:15]([O:19][S:20]([C:21]([F:22])([F:23])[F:24])(=[O:25])=[O:26])[cH:16][cH:17][cH:18]2)[CH2:13][CH2:14]1.[c:27]1([CH2:33][C:34]#[CH:35])[cH:28][cH:29][cH:30][cH:31][cH:32]1>>[C:1]([CH3:2])([CH3:3])([CH3:4])[O:5][C:6](=[O:7])[N:8]1[CH2:9][CH2:10][c:11]2[c:12]([c:15]([C:35]#[C:34][CH2:33][c:27]3[cH:28][cH:29][cH:30][cH:31][cH:32]3)[cH:16][cH:17][cH:18]2)[CH2:13][CH2:14]1. Starting materials: CCO, C=CCCCCCCCCCNC=O. Yields the product CCCCCCCCCCCNC=O. As a reaction SMILES: [CH3:15][CH2:16][OH:17].[CH:1](=[O:2])[NH:3][CH2:4][CH2:5][CH2:6][CH2:7][CH2:8][CH2:9][CH2:10][CH2:11][CH2:12][CH:13]=[CH2:14]>>[CH:1](=[O:2])[NH:3][CH2:4][CH2:5][CH2:6][CH2:7][CH2:8][CH2:9][CH2:10][CH2:11][CH2:12][CH2:13][CH3:14].